Task: describe an organic reaction: reactants, conditions, products, and yield. Dataset: the Open Reaction Database (ORD), a public repository of structured organic reaction records Reactants: CS(=O)(=O)NC1=CC=C(C(=O)O)C=C1 (4-methanesulfonylaminobenzoic acid), ClC=1C(=NC=C(C1)Cl)N1CCNCC1 (1-(3,5-dichloropyridin-2-yl)piperazine). The product is ClC=1C(=NC=C(C1)Cl)N1CCN(CC1)C(=O)C1=CC=C(C=C1)NS(=O)(=O)C (N-{4-[4-(3,5-dichloropyridin-2-yl)piperazine-1-carbonyl]phenyl}methanesulfonamide). The yield is 94.3%. As a reaction SMILES: [CH3:1][S:2]([NH:5][C:6]1[CH:14]=[CH:13][C:9]([C:10]([OH:12])=O)=[CH:8][CH:7]=1)(=[O:4])=[O:3].[Cl:15][C:16]1[C:17]([N:23]2[CH2:28][CH2:27][NH:26][CH2:25][CH2:24]2)=[N:18][CH:19]=[C:20]([Cl:22])[CH:21]=1>>[Cl:15][C:16]1[C:17]([N:23]2[CH2:28][CH2:27][N:26]([C:10]([C:9]3[CH:8]=[CH:7][C:6]([NH:5][S:2]([CH3:1])(=[O:3])=[O:4])=[CH:14][CH:13]=3)=[O:12])[CH2:25][CH2:24]2)=[N:18][CH:19]=[C:20]([Cl:22])[CH:21]=1. Reported procedure: Using 4-methanesulfonylaminobenzoic acid (226 mg) and 1-(3,5-dichloropyridin-2-yl)piperazine (244 mg) and by the reaction and treatment in the same manner as in Example 87, N-{4-[4-(3,5-dichloropyridin-2-yl)piperazine-1-carbonyl]phenyl}methanesulfonamide (425 mg) was obtained. Using the obtained N-{4-[4-(3,5-dichloropyridin-2-yl)piperazine-1-carbonyl]phenyl}methanesulfonamide (425 mg) and methylboronic acid (504 mg) and by the reaction and treatment in the same manner as in Example 115, the titl... Starting materials: Cc1ccccc1, NC(N)=S, Cc1ccc(C(=O)C(=Cc2ccccc2)C(=O)OC(C)(C)C)c(O)c1, Cc1ccc(S(=O)(=O)O)cc1. Product: Cc1ccc2c(c1)OC(c1ccccc1)CC2=O. As a reaction SMILES: [CH3:41][c:42]1[cH:43][cH:44][cH:45][cH:46][cH:47]1.[NH2:37][C:38](=[S:39])[NH2:40].[OH:1][c:2]1[c:3]([C:9](=[O:10])[C:11]([C:12]([O:13][C:14]([CH3:15])([CH3:16])[CH3:17])=[O:18])=[CH:19][c:20]2[cH:21][cH:22][cH:23][cH:24][cH:25]2)[cH:4][cH:5][c:6]([CH3:8])[cH:7]1.[c:26]1([CH3:27])[cH:28][cH:29][c:30]([S:31]([OH:32])(=[O:33])=[O:34])[cH:35][cH:36]1>>[O:1]1[c:2]2[c:3]([cH:4][cH:5][c:6]([CH3:8])[cH:7]2)[C:9](=[O:10])[CH2:11][CH:19]1[c:20]1[cH:21][cH:22][cH:23][cH:24][cH:25]1.